Task: describe an organic reaction: reactants, conditions, products, and yield. Dataset: the Open Reaction Database (ORD), a public repository of structured organic reaction records Reactants: CC(C)(C)OC(=O)Nn1cccc1, Fc1cccc(CBr)c1, [H-], [Na+]. Product: CC(C)(C)OC(=O)N(Cc1cccc(F)c1)n1cccc1. Reaction SMILES: [C:1]([CH3:2])([CH3:3])([CH3:4])[O:5][C:6]([NH:7][n:8]1[cH:9][cH:10][cH:11][cH:12]1)=[O:13].[F:14][c:15]1[cH:16][c:17]([CH2:18][Br:19])[cH:20][cH:21][cH:22]1.[H-:23].[Na+:24]>>[C:1]([CH3:2])([CH3:3])([CH3:4])[O:5][C:6]([N:7]([n:8]1[cH:9][cH:10][cH:11][cH:12]1)[CH2:18][c:17]1[cH:16][c:15]([F:14])[cH:22][cH:21][cH:20]1)=[O:13]. Starting materials: O=C1N=C(C2=C1C(=NC2=O)C2=CC=CC=C2)C2=CC=CC=C2 (1,4-diketo-3,6-diphenylpyrrolo-[3,4-c]-pyrrole), C([O-])([O-])=O.[K+].[K+] (potassium carbonate), C1(=CC=C(C=C1)S(=O)(=O)OC)C (methyl p-toluenesulfonate), [N+](=O)([O-])C1=CC=CC=C1 (nitrobenzene). Run at temperature 20 celsius. The product is O=C1N(C(=C2C1=C(N(C2=O)C)C2=CC=CC=C2)C2=CC=CC=C2)C (1,4-diketo-2,5-dimethyl-3,6-diphenylpyrrolo-[3,4-c]-pyrrole). As a reaction SMILES: O=[C:2]1[C:6]2[C:7]([C:11]3[CH:16]=[CH:15][CH:14]=[CH:13][CH:12]=3)=[N:8][C:9](=[O:10])[C:5]=2[C:4]([C:17]2[CH:22]=[CH:21][CH:20]=[CH:19][CH:18]=2)=[N:3]1.[C:23](=[O:26])([O-])[O-].[K+].[K+].[C:29]1(C)C=CC(S(OC)(=O)=O)=CC=1.[N+](C1C=CC=CC=1)([O-])=O>>[O:10]=[C:9]1[C:5]2=[C:4]([C:17]3[CH:18]=[CH:19][CH:20]=[CH:21][CH:22]=3)[N:3]([CH3:2])[C:23](=[O:26])[C:6]2=[C:7]([C:11]2[CH:16]=[CH:15][CH:14]=[CH:13][CH:12]=2)[N:8]1[CH3:29] |f:1.2.3|. Reported procedure: 14.5 Parts of 1,4-diketo-3,6-diphenylpyrrolo-[3,4-c]-pyrrole, 15 parts of anhydrous potassium carbonate, 40 parts of methyl p-toluenesulfonate and 170 parts of dry nitrobenzene are heated at 200°-205° C. for one hour, with stirring. After cooling to 20° C., the 1,4-diketo-2,5-dimethyl-3,6-diphenylpyrrolo-[3,4-c]-pyrrole obtained is filtered off, washed with toluene, then methanol and thereafter with hot water and dried. 10.85 parts of orange crystals of the compound of the formula (IX) are obtai... Starting materials: OC1=C(C=CC=C1)C=CC(=O)OC (methyl 3-(2-hydroxyphenyl)acrylate). The reagents and catalysts are [Pd] (palladium on carbon). The solvent is CO (methanol). Conditions: time 3 hour. Product: OC1=C(C=CC=C1)CCC(=O)OC (methyl 3-(2-hydroxyphenyl)propionate). The yield is 100.1%. Reaction SMILES: [OH:1][C:2]1[CH:7]=[CH:6][CH:5]=[CH:4][C:3]=1[CH:8]=[CH:9][C:10]([O:12][CH3:13])=[O:11]>[Pd].CO>[OH:1][C:2]1[CH:7]=[CH:6][CH:5]=[CH:4][C:3]=1[CH2:8][CH2:9][C:10]([O:12][CH3:13])=[O:11]. Reported procedure: A mixture of methyl 3-(2-hydroxyphenyl)acrylate (2.47 g) and 10% palladium on carbon (0.50 g) in methanol (30 ml) was stirred under hydrogen atmosphere for 3 hours. The mixture was filtered and the filtrate was evaporated under reduced pressure to afford methyl 3-(2-hydroxyphenyl)propionate (2.50 g). The reactants are CC(=O)Oc1cc(OC(C)=O)cc(C(=O)Cl)c1, CN1CCOCC1, CCOC(C)=O, Cc1ccc(C)cc1, CC(C)c1cccc(C(C)C)c1N1CC[NH+](c2c(C(C)C)cccc2C(C)C)C1, [Cl-], C=Cc1ccc(F)cc1, CC(=O)[O-], CC(=O)[O-], [Pd+2]. Product: CC(=O)Oc1cc(C=Cc2ccc(F)cc2)cc(OC(C)=O)c1. As a reaction SMILES: [C:31]([CH3:32])(=[O:33])[O:34][c:35]1[cH:36][c:37]([C:38]([Cl:39])=[O:40])[cH:41][c:42]([O:44][C:45]([CH3:46])=[O:47])[cH:43]1.[CH3:57][N:58]1[CH2:59][CH2:60][O:61][CH2:62][CH2:63]1.[CH3:73][CH2:74][O:75][C:76]([CH3:77])=[O:78].[CH3:79][c:80]1[cH:81][cH:82][c:83]([CH3:84])[cH:85][cH:86]1.[CH:2]([c:3]1[cH:4][cH:5][cH:6][c:7]([CH:8]([CH3:9])[CH3:10])[c:11]1[NH+:12]1[CH2:13][CH2:14][N:15]([c:16]2[c:17]([CH:18]([CH3:19])[CH3:20])[cH:21][cH:22][cH:23][c:24]2[CH:25]([CH3:26])[CH3:27])[CH2:28]1)([CH3:29])[CH3:30].[Cl-:1].[F:48][c:49]1[cH:50][cH:51][c:52]([CH:53]=[CH2:54])[cH:55][cH:56]1.[O-:65][C:66]([CH3:67])=[O:68].[O-:69][C:70]([CH3:71])=[O:72].[Pd+2:64]>>[C:31]([CH3:32])(=[O:33])[O:34][c:35]1[cH:36][c:37]([CH:38]=[CH:53][c:52]2[cH:51][cH:50][c:49]([F:48])[cH:56][cH:55]2)[cH:41][c:42]([O:44][C:45]([CH3:46])=[O:47])[cH:43]1. Reactants: CN(C(OC[C@@H](C)NC(=O)OC(C)(C)C)=O)C ((2R)-2-[(tert-Butoxycarbonyl)amino]propyl dimethylcarbamate), Cl (hydrogen chloride). Run in CCOC(=O)C (EtOAc), O1CCOCC1 (1,4-dioxane). Reaction conditions: time 1 hour. Yields the product Cl.CN(C(OC[C@@H](C)N)=O)C ((2R)-2-aminopropyl dim ethylcarbamate hydrochloride). RXN SMILES: [CH3:1][N:2]([CH3:17])[C:3](=[O:16])[O:4][CH2:5][C@H:6]([NH:8]C(OC(C)(C)C)=O)[CH3:7].[ClH:18]>CCOC(C)=O.O1CCOCC1>[ClH:18].[CH3:1][N:2]([CH3:17])[C:3](=[O:16])[O:4][CH2:5][C@H:6]([NH2:8])[CH3:7] |f:4.5|. Procedure: To a solution of (2R)-2-[(tert-Butoxycarbonyl)amino]propyl dimethylcarbamate (16.0 mg, 0.0650 mmol) in EtOAc (0.2 mL) was added 4M of hydrogen chloride in 1,4-dioxane (0.5 mL) and stirred for 1 h. The volatiles were removed under reduce pressure to give the desired compound. LCMS: (M+H)=147.1. Product: ONC1CCn2c1cc1ccccc12. The reactants are B, C1CCOC1, CCO, Cl, ON=C1CCn2c1cc1ccccc12, c1ccncc1. RXN SMILES: [BH3:15].[CH2:23]1[O:24][CH2:25][CH2:26][CH2:27]1.[CH3:28][CH2:29][OH:30].[ClH:22].[N:1]([OH:2])=[C:3]1[CH2:4][CH2:5][n:6]2[c:7]1[cH:8][c:9]1[cH:10][cH:11][cH:12][cH:13][c:14]21.[n:16]1[cH:17][cH:18][cH:19][cH:20][cH:21]1>>[NH:1]([OH:2])[CH:3]1[CH2:4][CH2:5][n:6]2[c:7]1[cH:8][c:9]1[cH:10][cH:11][cH:12][cH:13][c:14]21. Starting materials: IC1=CN=C2N1C=C(C=C2C#N)C2=CC=C(C=C2)C(F)(F)F (3-Iodo-6-(4-trifluoromethyl-phenyl)-imidazo[1,2-a]pyridine-8-carbonitrile), C[Si](C)(C)C#C (trimethylsilylacetylene). The product is FC(C1=CC=C(C=C1)C=1C=C(C=2N(C1)C(=CN2)C#C[Si](C)(C)C)C#N)(F)F (6-(4-Trifluoromethyl-phenyl)-3-trimethylsilanylethynyl-imidazo[1,2-a]pyridine-8-carbonitrile). Isolated yield 65.2%. Reaction SMILES: I[C:2]1[N:6]2[CH:7]=[C:8]([C:13]3[CH:18]=[CH:17][C:16]([C:19]([F:22])([F:21])[F:20])=[CH:15][CH:14]=3)[CH:9]=[C:10]([C:11]#[N:12])[C:5]2=[N:4][CH:3]=1.[CH3:23][Si:24]([C:27]#[CH:28])([CH3:26])[CH3:25]>>[F:20][C:19]([F:22])([F:21])[C:16]1[CH:17]=[CH:18][C:13]([C:8]2[CH:9]=[C:10]([C:11]#[N:12])[C:5]3[N:6]([C:2]([C:28]#[C:27][Si:24]([CH3:26])([CH3:25])[CH3:23])=[CH:3][N:4]=3)[CH:7]=2)=[CH:14][CH:15]=1. Procedure: Prepared from 3-iodo-6-(4-trifluoromethyl-phenyl)-imidazo[1,2-a]pyridine-8-carbonitrile (example C.23 step 4) (1.3 g, 4 mmol) and trimethylsilylacetylene (0.87 mL, 6 mmol) as described in example C.20 step 4. Obtained the title compound as a light brown solid (1.0 g, 82%). MS (ISP) 384.1 [(M+H)+]. Starting materials: CS(=O)(=O)Cl, ClCCl, CC(C)(C)OC(=O)N1CCNCC1, O. Product: CC(C)(C)OC(=O)N1CCN(S(C)(=O)=O)CC1. As a reaction SMILES: [CH3:14][S:15]([Cl:16])(=[O:17])=[O:18].[Cl:20][CH2:21][Cl:22].[N:1]1([C:7](=[O:8])[O:9][C:10]([CH3:11])([CH3:12])[CH3:13])[CH2:2][CH2:3][NH:4][CH2:5][CH2:6]1.[OH2:19]>>[N:1]1([C:7](=[O:8])[O:9][C:10]([CH3:11])([CH3:12])[CH3:13])[CH2:2][CH2:3][N:4]([S:15]([CH3:14])(=[O:17])=[O:18])[CH2:5][CH2:6]1.